Dataset: the Open Reaction Database (ORD), a public repository of structured organic reaction records. Task: describe an organic reaction: reactants, conditions, products, and yield The reactants are ClC1=CC=C2C(C(=CN3CCCC1=C23)C(=O)O)=O (8-chloro-6,7-dihydro-1-oxo-1H,5H-benzo[ij]quinolizine-2-carboxylic acid), N1CCNCC1 (piperazine), CS(=O)C (dimethyl sulfoxide), Cl (hydrochloric acid). Solvent: [OH-].[Na+] (sodium hydroxide). Product: N1(CCNCC1)C1=CC=C2C(C(=CN3CCCC1=C23)C(=O)O)=O (8-(1-piperazinyl)-6,7-dihydro-1-oxo-1H,5H-benzo[ij]-quinolizine-2-carboxylic acid). Isolated yield 28.5%. Reaction SMILES: Cl[C:2]1[C:13]2=[C:14]3[N:9]([CH2:10][CH2:11][CH2:12]2)[CH:8]=[C:7]([C:15]([OH:17])=[O:16])[C:6](=[O:18])[C:5]3=[CH:4][CH:3]=1.[NH:19]1[CH2:24][CH2:23][NH:22][CH2:21][CH2:20]1.CS(C)=O.Cl>[OH-].[Na+]>[N:19]1([C:2]2[C:13]3=[C:14]4[N:9]([CH2:10][CH2:11][CH2:12]3)[CH:8]=[C:7]([C:15]([OH:17])=[O:16])[C:6](=[O:18])[C:5]4=[CH:4][CH:3]=2)[CH2:24][CH2:23][NH:22][CH2:21][CH2:20]1 |f:4.5|. Procedure details: 19.2 g of 8-chloro-6,7-dihydro-1-oxo-1H,5H-benzo[ij]quinolizine-2-carboxylic acid and 35.5 g of piperazine were added to 350 ml of anhydrous dimethyl sulfoxide and the mixture was heated to an oil bath at 170° to 180° C. for 6 hours while stirring. After completion of the reaction, the solvent was removed under reduced pressure. 500 ml of water was added to the residue and the pH value of the mixture was adjusted to a pH of 2 followed by filtering water-insoluble materials. The filtrate was conc... Reactants: CCOC(=O)c1cc(Br)cn1CC, FC(F)n1ccnc1-c1ccccc1. The reagents and catalysts are CC(C)(C)c1ccc(-c2ccc(C(C)(C)C)cc2)cc1 (4,4'-di-tert-butylbiphenyl), CC(C)(C)C(=O)[O-].[K+] (KOPiv), Cl[Pd]CC=C.C=CC[Pd]Cl ([Pd(allyl)Cl]2), CN(C)c1ccc(P(C2CCCCC2)C2CCCCC2)cc1 (A-caPhos). Run in CC(=O)N(C)C (DMA), CC(=O)N(C)C (DMA), CC(=O)N(C)C (DMA). Reaction conditions: temperature 120 celsius, time 24 hour. Yields the product CCOC(=O)c1cc(-c2cnc(-c3ccccc3)n2C(F)F)cn1CC. The yield is 1.5%.